Dataset: the Open Reaction Database (ORD), a public repository of structured organic reaction records. Task: describe an organic reaction: reactants, conditions, products, and yield Reactants: C(CCCC)OC=1C=C(C=CC1)O (3-(n-Pentoxy)phenol), BrCCBr (1,2-dibromoethane). Product: BrCCOC1=CC(=CC=C1)OCCCCC (1-(2-Bromoethoxy)-3-n-pentoxybenzene). The yield is 90.9%. RXN SMILES: [CH2:1]([O:6][C:7]1[CH:8]=[C:9]([OH:13])[CH:10]=[CH:11][CH:12]=1)[CH2:2][CH2:3][CH2:4][CH3:5].[Br:14][CH2:15][CH2:16]Br>>[Br:14][CH2:15][CH2:16][O:13][C:9]1[CH:10]=[CH:11][CH:12]=[C:7]([O:6][CH2:1][CH2:2][CH2:3][CH2:4][CH3:5])[CH:8]=1. Procedure: Prepared according to the method described in Example E above from 3-(n-pentoxy)phenol (18.0 g; 0.1 mol; from Example C above) and 1,2-dibromoethane (100 ml; 1.16 mol). Following work up the residue was chromatographed on silica gel with diisopropyl ether as eluent to yield 26.1 g (91%) of the tide compound as an oil which subsequently crystallised (96% purity). MW=287 (GCMS)